From a dataset of the Open Reaction Database (ORD), a public repository of structured organic reaction records. describe an organic reaction: reactants, conditions, products, and yield The reactants are ClC1=CC2=C(N(C=NS2(=O)=O)CC2CC2)C=C1 (7-chloro-4-cyclopropylmethyl-4H-1,2,4-benzothiadiazine 1,1-dioxide), [BH4-].[Na+] (sodium borohydride). Solvent: C(C)(C)O (isopropanol). Run at temperature 50 celsius. Yields the product ClC1=CC2=C(N(CNS2(=O)=O)CC2CC2)C=C1 (7-chloro-4-cyclopropylmethyl-3,4-dihydro-2H-1,2,4-benzothiadiazine 1,1-dioxide). Reaction SMILES: [Cl:1][C:2]1[CH:17]=[CH:16][C:5]2[N:6]([CH2:12][CH:13]3[CH2:15][CH2:14]3)[CH:7]=[N:8][S:9](=[O:11])(=[O:10])[C:4]=2[CH:3]=1.[BH4-].[Na+]>C(O)(C)C>[Cl:1][C:2]1[CH:17]=[CH:16][C:5]2[N:6]([CH2:12][CH:13]3[CH2:14][CH2:15]3)[CH2:7][NH:8][S:9](=[O:11])(=[O:10])[C:4]=2[CH:3]=1 |f:1.2|. Procedure details: To a solution of 7-chloro-4-cyclopropylmethyl-4H-1,2,4-benzothiadiazine 1,1-dioxide (0.7 g) in isopropanol (50 mL) there is added sodium borohydride (0.2 g) and the mixture is heated at 50° C. for 5 minutes. The reaction mixture is evaporated under reduced pressure and the residue is taken up in water (30 mL). The pH of the medium is adjusted to 5-6 by addition of 6N hydrochloric acid and the suspension is extracted three times with chloroform (30 mL). The organic phases are collected, dried ove... Reactants: CC1=CC=C(C=C1)C1=CC=CC(=N1)C=CC(=O)OCC (ethyl 6-(4-methylphenyl)-2-pyridineacrylate), [OH-].[Na+] (sodium hydroxide). The solvent is CO (methanol). Reaction conditions: time 20 hour. The product is CC1=CC=C(C=C1)C1=CC=CC(=N1)C=CC(=O)O (6-(4-methylphenyl)-2-pyridineacrylic acid). Yield: 82.8%. RXN SMILES: [CH3:1][C:2]1[CH:7]=[CH:6][C:5]([C:8]2[N:13]=[C:12]([CH:14]=[CH:15][C:16]([O:18]CC)=[O:17])[CH:11]=[CH:10][CH:9]=2)=[CH:4][CH:3]=1.[OH-].[Na+]>CO>[CH3:1][C:2]1[CH:3]=[CH:4][C:5]([C:8]2[N:13]=[C:12]([CH:14]=[CH:15][C:16]([OH:18])=[O:17])[CH:11]=[CH:10][CH:9]=2)=[CH:6][CH:7]=1 |f:1.2|. Procedure details: In methanol (5 ml) was suspended ethyl 6-(4-methylphenyl)-2-pyridineacrylate (465 mg, 1.74 mmol), and to the mixture was added at 0° C. 1N sodium hydroxide solution (5.22 ml). The mixture was stirred at room temperature for 20 hours. To the mixture was added at 0° C. 1N hydrochloric acid (5.22 ml), and methanol was evaporated under reduced pressure. The aqueous layer extracted with ethyl acetate (30 ml, 20 ml). The organic layer was dried with anhydrous sodium sulfate and concentrated under redu... The reactants are C(C)N1C=C(C(C2=C(C(=C(C(=C12)F)F)F)F)=O)C(=O)O (1-ethyl-5,6,7,8-tetrafluoro-1,4-dihydro-4-oxo-3-quinolinecarboxylic acid), N1CCCC1 (pyrrolidine). Run in CN1CCCC1 (1-methylpyrrolidine), CCOCC (ether). Reaction conditions: time 1 hour. The product is C(C)N1C=C(C(C2=C(C(=C(C(=C12)F)N1CCCC1)F)F)=O)C(=O)O (1-Ethyl-5,6,8-trifluoro-1,4-dihydro-4-oxo-7-(1-pyrrolidinyl)-3-quinolinecarboxylic acid). RXN SMILES: [CH2:1]([N:3]1[C:12]2[C:7](=[C:8]([F:16])[C:9]([F:15])=[C:10](F)[C:11]=2[F:13])[C:6](=[O:17])[C:5]([C:18]([OH:20])=[O:19])=[CH:4]1)[CH3:2].[NH:21]1[CH2:25][CH2:24][CH2:23][CH2:22]1>CN1CCCC1.CCOCC>[CH2:1]([N:3]1[C:12]2[C:7](=[C:8]([F:16])[C:9]([F:15])=[C:10]([N:21]3[CH2:25][CH2:24][CH2:23][CH2:22]3)[C:11]=2[F:13])[C:6](=[O:17])[C:5]([C:18]([OH:20])=[O:19])=[CH:4]1)[CH3:2]. Procedure details: A 200 mg portion of 1-ethyl-5,6,7,8-tetrafluoro-1,4-dihydro-4-oxo-3-quinolinecarboxylic acid was dissolved in 1 ml of 1-methylpyrrolidine with warming. A 130 mg portion of pyrrolidine was added dropwise, the reaction was allowed to stand one hour and then diluted with ether. The solid was collected, washed with ether and hexane, dried and recrystallized from a mixture of dichloromethane-acetone, giving 140 mg of the desired product as white crystals, mp >320° C. The reactants are CONC(=O)C(CO)COC(NCCCCCCCCCCCCCCCCCC)=O (2-Methoxycarbamoyl-3-octadecylcarbamoyloxypropanol), amine, C(CCCCCCCCCCCCCCC)SCC(CN)OC (3-hexadecylthio-2-methoxypropylamine), C1(C=2C(C(N1)=O)=CC=CC2)=O (phthalimide). The product is COC(=O)NC(CN)COC(NCCCCCCCCCCCCCCCCCC)=O (2-methoxycarbonylamino-3-octadecylcarbamoyloxypropylamine). As a reaction SMILES: CO[NH:3][C:4]([CH:6]([CH2:9][O:10][C:11](=[O:31])[NH:12][CH2:13][CH2:14][CH2:15][CH2:16][CH2:17][CH2:18][CH2:19][CH2:20][CH2:21][CH2:22][CH2:23][CH2:24][CH2:25][CH2:26][CH2:27][CH2:28][CH2:29][CH3:30])CO)=O.C(SC[CH:50]([O:53]C)CN)CCCCCCCCCCCCCCC.[C:55]1(=[O:65])[NH:59]C(=O)C2=CC=CC=C12>>[CH3:50][O:53][C:55]([NH:59][CH:6]([CH2:9][O:10][C:11](=[O:31])[NH:12][CH2:13][CH2:14][CH2:15][CH2:16][CH2:17][CH2:18][CH2:19][CH2:20][CH2:21][CH2:22][CH2:23][CH2:24][CH2:25][CH2:26][CH2:27][CH2:28][CH2:29][CH3:30])[CH2:4][NH2:3])=[O:65]. Procedure: 2-Methoxycarbamoyl-3-octadecylcarbamoyloxypropanol Ve1 is allowed to react and worked up by the same procdure as described in (3). The phthalimide derivative: m.p. 128°-129° C., the amine derivative: 85°-86° C. The summary of the experimental condition and the physical data of the product are listed in Tables 5 and 6. Reactants: C(C)OC(NCCC1=CC(=C(C=C1)Cl)Cl)=O ([2-(3,4-dichloro-phenyl)-ethyl]-carbamic acid ethyl ester), O=P12OP3(=O)OP(=O)(O1)OP(=O)(O2)O3 (P2O5). Solvent: O=P(Cl)(Cl)Cl (POCl3). Yields the product ClC=1C=C2CCNC(C2=CC1Cl)=O (6,7-Dichloro-3,4-dihydro-2H-isoquinolin-1-one). The yield is 12.1%. RXN SMILES: C([O:3][C:4](=O)[NH:5][CH2:6][CH2:7][C:8]1[CH:13]=[CH:12][C:11]([Cl:14])=[C:10]([Cl:15])[CH:9]=1)C.O=P12OP3(OP(OP(O3)(O1)=O)(=O)O2)=O>O=P(Cl)(Cl)Cl>[Cl:15][C:10]1[CH:9]=[C:8]2[C:13](=[CH:12][C:11]=1[Cl:14])[C:4](=[O:3])[NH:5][CH2:6][CH2:7]2. Procedure details: Using an analogous reaction procedure and workup as described in Example 1, [2-(3,4-dichloro-phenyl)-ethyl]-carbamic acid ethyl ester (I-41c: 3.5 g, 13.409 mmol) in POCl3 (35 mL) was reacted with P2O5 (3.80 g, 26.819 mmol) at 120° C. for 1 hour to afford the crude product. Purification by column chromatography on silica gel (30% ethylacetate in hexane) afforded 0.350 g of the crude product which was used in the next step without further purification. Reactants: O=C(Cl)c1cc(F)c(F)c(Br)c1Cl, CCOC(=O)CC(=O)OCC, CC[O-], Cc1ccccc1, CC[O-], [Mg+2], O, O=S(=O)(O)O. Yields the product CCOC(=O)C(C(=O)OCC)C(=O)c1cc(F)c(F)c(Br)c1Cl. Reaction SMILES: [Br:19][c:20]1[c:21]([Cl:31])[c:22]([C:23](=[O:24])[Cl:25])[cH:26][c:27]([F:30])[c:28]1[F:29].[C:8]([CH2:9][C:10](=[O:11])[O:12][CH2:13][CH3:14])(=[O:15])[O:16][CH2:17][CH3:18].[CH3:1][CH2:2][O-:3].[CH3:37][c:38]1[cH:39][cH:40][cH:41][cH:42][cH:43]1.[CH3:5][CH2:6][O-:7].[Mg+2:4].[OH2:44].[S:32](=[O:33])(=[O:34])([OH:35])[OH:36]>>[C:8]([CH:9]([C:10](=[O:11])[O:12][CH2:13][CH3:14])[C:23]([c:22]1[c:21]([Cl:31])[c:20]([Br:19])[c:28]([F:29])[c:27]([F:30])[cH:26]1)=[O:24])(=[O:15])[O:16][CH2:17][CH3:18]. Reactants: FC1=CC=C(C=C1)C(C)=O (4′-Fluoroacetophenone), BrBr (bromine). Run in C(Cl)(Cl)Cl (chloroform), C(C)OCC (diethyl ether), C(Cl)(Cl)Cl (chloroform). Reaction conditions: temperature 25 celsius, time 30 minute. Yields the product BrCC(=O)C1=CC=C(C=C1)F (2-bromo-1-(4-fluorophenyl)ethanone). Yield: 107.0%. Reaction SMILES: [F:1][C:2]1[CH:7]=[CH:6][C:5]([C:8](=[O:10])[CH3:9])=[CH:4][CH:3]=1.[Br:11]Br>C(Cl)(Cl)Cl.C(OCC)C>[Br:11][CH2:9][C:8]([C:5]1[CH:6]=[CH:7][C:2]([F:1])=[CH:3][CH:4]=1)=[O:10]. Procedure: 4′-Fluoroacetophenone (13.8 g) was dissolved in chloroform (60 mL) and diethyl ether (60 mL), and a solution of bromine (16.0 g) in chloroform (10 mL) was added dropwise while maintaining the reaction temperature at not higher than 25° C. After completion of the dropwise addition, the reaction mixture was stirred at room temperature for 30 min, and extracted with ethyl acetate. The extract was washed with water and dried over anhydrous magnesium sulfate, and the solvent was evaporated under redu... Starting materials: CCOc1cc(CN2CCC(N)CC2)ccc1OC, Clc1cccc(Cl)n1, [H-], [Na+], CN(C)C=O. The product is CCOc1cc(CN2CCC(Nc3cccc(Cl)n3)CC2)ccc1OC. Reaction SMILES: [CH2:1]([CH3:2])[O:3][c:4]1[cH:5][c:6]([CH2:7][N:8]2[CH2:9][CH2:10][CH:11]([NH2:14])[CH2:12][CH2:13]2)[cH:15][cH:16][c:17]1[O:18][CH3:19].[Cl:22][c:23]1[n:24][c:25]([Cl:29])[cH:26][cH:27][cH:28]1.[H-:20].[Na+:21].[O:30]=[CH:31][N:32]([CH3:33])[CH3:34]>>[CH2:1]([CH3:2])[O:3][c:4]1[cH:5][c:6]([CH2:7][N:8]2[CH2:9][CH2:10][CH:11]([NH:14][c:25]3[n:24][c:23]([Cl:22])[cH:28][cH:27][cH:26]3)[CH2:12][CH2:13]2)[cH:15][cH:16][c:17]1[O:18][CH3:19]. The reactants are C(C1=CC=CC=C1)OC(=O)NCCCC[C@H](NC(=O)OC(C)(C)C)C(=O)O ((S)-N6-(benzyloxycarbonyl)-N2-(tert-butyloxycarbonyl)-lysine), N1CCCC1 (pyrrolidine). Product: C(C)(C)(C)OC(=O)N[C@@H](CCCCN)C(N1CCCC1)=O ((S)-N5-(tert-Butyloxycarbonyl)-6-oxo-6-(1-pyrrolidinyl)-1,5-hexanediamine). Reaction SMILES: C(OC([NH:11][CH2:12][CH2:13][CH2:14][CH2:15][C@@H:16]([C:25]([OH:27])=O)[NH:17][C:18]([O:20][C:21]([CH3:24])([CH3:23])[CH3:22])=[O:19])=O)C1C=CC=CC=1.[NH:28]1[CH2:32][CH2:31][CH2:30][CH2:29]1>>[C:21]([O:20][C:18]([NH:17][C@H:16]([C:25](=[O:27])[N:28]1[CH2:32][CH2:31][CH2:30][CH2:29]1)[CH2:15][CH2:14][CH2:13][CH2:12][NH2:11])=[O:19])([CH3:22])([CH3:23])[CH3:24]. Procedure details: Starting from (S)-N6-(benzyloxycarbonyl)-N2-(tert-butyloxycarbonyl)-lysine and pyrrolidine, the expected product is obtained according to the procedure described in Steps A and B of Example 3. Reactants: ClC1=C(C(=CC(=C1)Cl)[N+](=O)[O-])O (2,4-dichloro-6-nitrophenol), NC1=C(C(=CC=C1)Cl)O (2-amino-6-chlorophenol). The product is NC1=C(C(=CC(=C1)Cl)Cl)O (2-Amino-4,6-dichlorophenol), solid. The yield is 10.0%. RXN SMILES: [Cl:1][C:2]1[CH:7]=[C:6]([Cl:8])[CH:5]=[C:4]([N+:9]([O-])=O)[C:3]=1[OH:12].NC1C=CC=C(Cl)C=1O>>[NH2:9][C:4]1[CH:5]=[C:6]([Cl:8])[CH:7]=[C:2]([Cl:1])[C:3]=1[OH:12]. Reported procedure: 2-Amino-4,6-dichlorophenol was prepared from 2,4-dichloro-6-nitrophenol (0.625 g, 2.40 mmol) in a manner similar to that described for 2-amino-6-chlorophenol. The compound was formed as a black solid (0.044 g, 10%). RP-HPLC (25 to 100% CH3CN in 0.1 N aqueous ammonium acetate over 10 min at 1 mL/min using a Hypersil HS C18, 100 Å, 5 μm, 250×4.6 mm column) tr=9.033 min., 74%; m/z 177 (MH+).